From a dataset of the Open Reaction Database (ORD), a public repository of structured organic reaction records. describe an organic reaction: reactants, conditions, products, and yield Reactants: NC1=CC=C(C=C1)C(C)=O (p-aminoacetophenone), BrCCBr (1,2-dibromoethane), [H-].[Na+] (NaH), 2, O (water). Solvent: CN(C)C=O (DMF), CN(C)C=O (DMF). Conditions: temperature 25 celsius, time 2 hour. The product is BrCCNC1=CC=C(C=C1)C(C)=O (1-[4-(2-Bromoethylamino)phenyl]-1-ethanone). The yield is 14.2%. As a reaction SMILES: [H-].[Na+].[NH2:3][C:4]1[CH:9]=[CH:8][C:7]([C:10](=[O:12])[CH3:11])=[CH:6][CH:5]=1.[Br:13][CH2:14][CH2:15]Br.O>CN(C=O)C>[Br:13][CH2:14][CH2:15][NH:3][C:4]1[CH:9]=[CH:8][C:7]([C:10](=[O:12])[CH3:11])=[CH:6][CH:5]=1 |f:0.1|. Procedure details: To a suspension of 60% NaH (5.93 g, 247.08 mmol) in DMF (80 mL) taken in a one liter 2 neck round bottom flask fitted with a pressure equalizing addition funnel and a septum was added a solution of p-aminoacetophenone (20 g, 148.1 mmol) in DMF (60 mL) in drops through the pressure equalizing addition funnel under nitrogen atmosphere at 0° C. and the contents were stirred for 2 hours at 25° C. Then to the stirred solution was added 1,2-dibromoethane (97.48 g, 518.5 mmol) in drops and the contents... Reactants: CCC(C)c1ccc(O)cc1, Nc1ncccc1CCl, Cl, [H-], [Na+], CN(C)C=O. Product: CCC(C)c1ccc(OCc2cccnc2N)cc1. RXN SMILES: [CH3:3][CH:4]([CH2:5][CH3:6])[c:7]1[cH:8][cH:9][c:10]([OH:13])[cH:11][cH:12]1.[Cl:15][CH2:16][c:17]1[c:18]([NH2:23])[n:19][cH:20][cH:21][cH:22]1.[ClH:14].[H-:2].[Na+:1].[O:24]=[CH:25][N:26]([CH3:27])[CH3:28]>>[CH3:3][CH:4]([CH2:5][CH3:6])[c:7]1[cH:8][cH:9][c:10]([O:13][CH2:16][c:17]2[c:18]([NH2:23])[n:19][cH:20][cH:21][cH:22]2)[cH:11][cH:12]1.